From a dataset of the Open Reaction Database (ORD), a public repository of structured organic reaction records. describe an organic reaction: reactants, conditions, products, and yield The reactants are CC(C)(C)[Si](C)(C)N1CCc2cc(Br)cnc21, [Li]CCCC, CCSSCC, CCCCCC, C1CCOC1. The product is CCSc1cnc2c(c1)CCN2[Si](C)(C)C(C)(C)C. RXN SMILES: [Br:1][c:2]1[cH:3][c:4]2[c:5]([n:6][cH:7]1)[N:8]([Si:11]([CH3:12])([CH3:13])[C:14]([CH3:15])([CH3:16])[CH3:17])[CH2:9][CH2:10]2.[CH2:18]([Li:19])[CH2:20][CH2:21][CH3:22].[CH2:29]([CH3:30])[S:31][S:32][CH2:33][CH3:34].[CH3:23][CH2:24][CH2:25][CH2:26][CH2:27][CH3:28].[O:35]1[CH2:36][CH2:37][CH2:38][CH2:39]1>>[c:2]1([S:31][CH2:29][CH3:30])[cH:3][c:4]2[c:5]([n:6][cH:7]1)[N:8]([Si:11]([CH3:12])([CH3:13])[C:14]([CH3:15])([CH3:16])[CH3:17])[CH2:9][CH2:10]2.